This data is from the Open Reaction Database (ORD), a public repository of structured organic reaction records. The task is: describe an organic reaction: reactants, conditions, products, and yield The reactants are FC1=C(C=CC=C1)C(=O)C1CC2CCC(C1)N2C ((2-fluorophenyl) (8-methyl-8-azabicyclo-[3.2.1]octan-3-yl) methanone), O.NN (hydrazine hydrate). Run in C(C)O (ethanol). Yields the product N1N=C(C2=CC=CC=C12)C1CC2CCC(C1)N2C (3-(1H-Indazol-3-yl)-8-methyl-8-azabicyclo[3.2.1]octane). As a reaction SMILES: F[C:2]1[CH:7]=[CH:6][CH:5]=[CH:4][C:3]=1[C:8]([CH:10]1[CH2:16][CH:15]2[N:17]([CH3:18])[CH:12]([CH2:13][CH2:14]2)[CH2:11]1)=O.O.[NH2:20][NH2:21]>C(O)C>[NH:20]1[C:2]2[C:3](=[CH:4][CH:5]=[CH:6][CH:7]=2)[C:8]([CH:10]2[CH2:16][CH:15]3[N:17]([CH3:18])[CH:12]([CH2:13][CH2:14]3)[CH2:11]2)=[N:21]1 |f:1.2|. Procedure details: A mixture of (2-fluorophenyl) (8-methyl-8-azabicyclo-[3.2.1]octan-3-yl) methanone (24.6 g), hydrazine hydrate (14.4 ml), and ethanol (250 ml) was heated to reflux for four hours. The reaction was cooled to room temperature and concentrated to an oil. This residue was dissolved in dimethylformamide (DMF) (250 ml). Potassium carbonate (28 g) was added to the mixture which was subsequently heated at reflux for 2 days. The reaction mixture was cooled and filtered and the DMF was removed in vacuo. re... Reactants: CO, CS(=O)(=O)OCC1CCCC1, [K+], [OH-], Sc1nc[nH]n1. The product is c1nc(SCC2CCCC2)n[nH]1. Reaction SMILES: [CH3:20][OH:21].[CH3:9][S:10]([O:11][CH2:14][CH:15]1[CH2:16][CH2:17][CH2:18][CH2:19]1)(=[O:12])=[O:13].[K+:8].[OH-:7].[nH:1]1[n:2][c:3]([SH:6])[n:4][cH:5]1>>[nH:1]1[n:2][c:3]([S:6][CH2:14][CH:15]2[CH2:16][CH2:17][CH2:18][CH2:19]2)[n:4][cH:5]1. The reactants are COC1=NC=CC(=C1)C1=CC(=NN1C1=CC(=CC=C1)C)C (2-Methoxy-4-[1-(3-methylphenyl)-3-methyl-1H-pyrazol-5-yl]pyridine), Br (hydrobromic acid), [OH-].[NH4+] (ammonium hydroxide), O (Water). Solvent: C(C)(=O)O (acetic acid). Yields the product CC=1C=C(C=CC1)N1N=C(C=C1C1=CC(NC=C1)=O)C (4-[1-(3-Methylphenyl)-3-methyl-1H-pyrazol-5-yl]-2-pyridone). Yield: 84.8%. Reaction SMILES: C[O:2][C:3]1[CH:8]=[C:7]([C:9]2[N:13]([C:14]3[CH:19]=[CH:18][CH:17]=[C:16]([CH3:20])[CH:15]=3)[N:12]=[C:11]([CH3:21])[CH:10]=2)[CH:6]=[CH:5][N:4]=1.Br.O.[OH-].[NH4+]>C(O)(=O)C>[CH3:20][C:16]1[CH:15]=[C:14]([N:13]2[C:9]([C:7]3[CH:6]=[CH:5][NH:4][C:3](=[O:2])[CH:8]=3)=[CH:10][C:11]([CH3:21])=[N:12]2)[CH:19]=[CH:18][CH:17]=1 |f:3.4|. Reported procedure: To a solution of 2-methoxy-4-[1-(3-methylphenyl)-3-methyl-1H-pyrazol-5-yl]pyridine (Example 22; 0.56 g, 0.002 mol) in 5 mL of acetic acid was added 5 mL of hydrobromic acid. The reaction mixture was heated at reflux for 3 hours and then cooled to room temperature. Water was added and the solution was basified with ammonium hydroxide. The aqueous phase was extracted with ethyl acetate and the organic layer was washed with brine, dried over magnesium sulfate and filtered. The filtrate was concentr... Starting materials: C(=O)([O-])[O-].[K+].[K+] (K2CO3), COC(C(C1=CC(=CC=C1)OC)Br)=O (bromo-(3-methoxy-phenyl)-acetic acid methyl ester), C(C)(C)(C)OC(NCCN)=O ((2-amino-ethyl)-carbamic acid tert-butyl ester). The solvent is C1CCOC1 (THF), C1CCOC1 (THF). Reaction conditions: time 2 hour. The product is COC(C(C1=CC(=CC=C1)OC)NCCNC(=O)OC(C)(C)C)=O ((2-tert-Butoxycarbonylamino-ethylamino)-(3-methoxy-phenyl)-acetic acid methyl ester). Yield: 53.0%. RXN SMILES: [CH3:1][O:2][C:3](=[O:14])[CH:4](Br)[C:5]1[CH:10]=[CH:9][CH:8]=[C:7]([O:11][CH3:12])[CH:6]=1.[C:15]([O:19][C:20](=[O:25])[NH:21][CH2:22][CH2:23][NH2:24])([CH3:18])([CH3:17])[CH3:16].C([O-])([O-])=O.[K+].[K+]>C1COCC1>[CH3:1][O:2][C:3](=[O:14])[CH:4]([NH:24][CH2:23][CH2:22][NH:21][C:20]([O:19][C:15]([CH3:18])([CH3:17])[CH3:16])=[O:25])[C:5]1[CH:10]=[CH:9][CH:8]=[C:7]([O:11][CH3:12])[CH:6]=1 |f:2.3.4|. Procedure details: To a solution of (3-methoxy-phenyl)-acetic acid methyl ester (19.6 mmol) in CCl4 was added N-bromosuccinimide (19.6 mmol) and the reaction mixture was irradiated for 2 hours. The reaction mixture was then concentrated in vacuo to afford the intermediate bromo-(3-methoxy-phenyl)-acetic acid methyl ester. To a solution of bromo-(3-methoxy-phenyl)-acetic acid methyl ester in THF (30 mL) under an atmosphere of nitrogen was added a solution of (2-amino-ethyl)-carbamic acid tert-butyl ester (20.6 mmol... Reaction SMILES: C(NC(C)C)(C)C.C([Li])CCC.[F:13][C:14]1[CH:15]=[C:16]2[C:21](=[CH:22][CH:23]=1)[N:20]=[C:19]([CH3:24])[N:18]([C:25]1[C:26]([CH3:31])=[N:27][CH:28]=[CH:29][CH:30]=1)[C:17]2=[O:32].[C:33]([C:35]1[CH:44]=[CH:43][CH:42]=[CH:41][C:36]=1[C:37]([O:39][CH3:40])=[O:38])#[N:34]>O1CCCC1>[C:33]([C:35]1[CH:44]=[CH:43][CH:42]=[CH:41][C:36]=1[C:37]([O:39][CH3:40])=[O:38])#[N:34].[F:13][C:14]1[CH:15]=[C:16]2[C:21](=[CH:22][CH:23]=1)[N:20]=[C:19]([CH:24]=[C:37]([C:36]1[CH:41]=[CH:42][CH:43]=[CH:44][C:35]=1[C:33]#[N:34])[OH:38])[N:18]([C:25]1[C:26]([CH3:31])=[N:27][CH:28]=[CH:29][CH:30]=1)[C:17]2=[O:32]. Yield: 10.0%. Starting materials: C(C)(C)NC(C)C (diisopropylamine), FC=1C=C2C(N(C(=NC2=CC1)C)C=1C(=NC=CC1)C)=O (6-fluoro-2-methyl-3-(2-methyl-pyridin-3-yl)-3H-quinazolin-4-one), C(#N)C1=C(C(=O)OC)C=CC=C1 (methyl 2-cyanobenzoate), C(CCC)[Li] (butyllithium). Yields the product C(#N)C1=C(C(=O)OC)C=CC=C1 (methyl 2-cyanobenzoate), FC=1C=C2C(N(C(=NC2=CC1)C=C(O)C1=C(C#N)C=CC=C1)C=1C(=NC=CC1)C)=O (2-{2-[6-fluoro-3-(2-methyl-pyridin-3-yl)-4-oxo-3,4-dihydro-quinazolin-2-yl]-1-hydroxy-vinyl}-benzonitrile). Reported procedure: A solution of diisopropylamine (0.046 mL, 0.47 mmol) in tetrahydrofuran (2.7 mL) was chilled to -78° C. and butyllithium (0.13 mL, 0.32 mmol, 2.5 N in hexanes) was added dropwise. The solution was stirred 10 minutes and then a solution 6-fluoro-2-methyl-3-(2-methyl-pyridin-3-yl)-3H-quinazolin-4-one (0.10 g, 0.37 mmol) in tetrahydrofuran (0.7 mL) was added dropwise. The solution became intense red and was stirred 30 minutes. In a separate vessel a solution of methyl 2-cyanobenzoate (0.50 g, 3.1 m... Reaction conditions: temperature -78 celsius, time 10 minute. The solvent is O1CCCC1 (tetrahydrofuran), O1CCCC1 (tetrahydrofuran), O1CCCC1 (tetrahydrofuran).